From a dataset of the Open Reaction Database (ORD), a public repository of structured organic reaction records. describe an organic reaction: reactants, conditions, products, and yield The reactants are C(O)([O-])=O.[Na+] (sodium hydrogen carbonate), [H-].[Na+] (sodium hydride), O=C1NC2=CC(=CC=C2C1)C#N (2-oxoindoline-6-carbonitrile), ClC1=CC=C(C=N1)S(=O)(=O)N1CCN(CC1)CCN(CCC)CCC ((2-{4-[(6-chloropyridin-3-yl)sulfonyl]piperzin-1-yl}ethyl)dipropylamine). Run in CN1C(CCC1)=O (1-methyl-2-pyrrolidinone). Reaction conditions: time 5 minute. The product is Cl.C(CC)N(CCN1CCN(CC1)S(=O)(=O)C=1C=CC(=NC1)C1=C(NC2=CC(=CC=C12)C#N)O)CCC (3-[5-({4-[2-(Dipropylamino)ethyl]piperazin-1-yl}sulfonyl)pyridin-2-yl]-2-hydroxy-1H-indole-6-carbonitrile hydrochloride). Yield: 47.5%. Reaction SMILES: [H-].[Na+].[Cl:3][C:4]1[N:9]=[CH:8][C:7]([S:10]([N:13]2[CH2:18][CH2:17][N:16]([CH2:19][CH2:20][N:21]([CH2:25][CH2:26][CH3:27])[CH2:22][CH2:23][CH3:24])[CH2:15][CH2:14]2)(=[O:12])=[O:11])=[CH:6][CH:5]=1.[O:28]=[C:29]1[CH2:37][C:36]2[C:31](=[CH:32][C:33]([C:38]#[N:39])=[CH:34][CH:35]=2)[NH:30]1.C(=O)([O-])O.[Na+]>CN1CCCC1=O>[ClH:3].[CH2:22]([N:21]([CH2:25][CH2:26][CH3:27])[CH2:20][CH2:19][N:16]1[CH2:17][CH2:18][N:13]([S:10]([C:7]2[CH:6]=[CH:5][C:4]([C:37]3[C:36]4[C:31](=[CH:32][C:33]([C:38]#[N:39])=[CH:34][CH:35]=4)[NH:30][C:29]=3[OH:28])=[N:9][CH:8]=2)(=[O:12])=[O:11])[CH2:14][CH2:15]1)[CH2:23][CH3:24] |f:0.1,4.5,7.8|. Procedure details: To a suspension of sodium hydride (97%, 0.024 g, 1.0 mmol) in 1-methyl-2-pyrrolidinone (1.5 mL) was added (2-{4-[(6-chloropyridin-3-yl)sulfonyl]piperzin-1-yl}ethyl)dipropylamine (0.194 g, 0.5 mmol) at room temperature followed by addition of 2-oxoindoline-6-carbonitrile (0.095 g, 0.6 mmol). The formed mixture was stirred for 5 min under an N2 atmosphere and stirred for 1 h at 90° C. The cooled solution was poured into a cold saturated aqueous sodium hydrogen carbonate solution and the resulting ... Reactants: O (water), ClCC=1N=C(SC1)C1=CC=C(C=C1)Cl (4-(chloromethyl)-2-(4-chlorophenyl)-1,3-thiazole), C([O-])(O)=O.[Na+] (sodium bicarbonate), NC1=NC(=C(C(=C1C#N)C=1N=C(SC1)Br)C#N)S (2-amino-4-(2-bromo-1,3-thiazol-4-yl)-6-sulfanylpyridine-3,5-dicarbonitrile). The solvent is CN(C)C=O (DMF). Reaction conditions: time 8 hour. Product: NC1=NC(=C(C(=C1C#N)C=1N=C(SC1)Br)C#N)SCC=1N=C(SC1)C1=CC=C(C=C1)Cl (2-Amino-4-(2-bromo-1,3-thiazol-4-yl)-6-({[2-(4-chlorophenyl)-1,3-thiazol-4-yl]methyl}sulfanyl)pyridine-3,5-dicarbonitrile). Isolated yield 17.0%. Reaction SMILES: [NH2:1][C:2]1[C:7]([C:8]#[N:9])=[C:6]([C:10]2[N:11]=[C:12]([Br:15])[S:13][CH:14]=2)[C:5]([C:16]#[N:17])=[C:4]([SH:18])[N:3]=1.Cl[CH2:20][C:21]1[N:22]=[C:23]([C:26]2[CH:31]=[CH:30][C:29]([Cl:32])=[CH:28][CH:27]=2)[S:24][CH:25]=1.C(=O)(O)[O-].[Na+].O>CN(C=O)C>[NH2:1][C:2]1[C:7]([C:8]#[N:9])=[C:6]([C:10]2[N:11]=[C:12]([Br:15])[S:13][CH:14]=2)[C:5]([C:16]#[N:17])=[C:4]([S:18][CH2:20][C:21]2[N:22]=[C:23]([C:26]3[CH:31]=[CH:30][C:29]([Cl:32])=[CH:28][CH:27]=3)[S:24][CH:25]=2)[N:3]=1 |f:2.3|. Reported procedure: 4.78 g (purity 77%, 10.882 mmol) of 2-amino-4-(2-bromo-1,3-thiazol-4-yl)-6-sulfanylpyridine-3,5-dicarbonitrile were initially charged in 30 ml of DMF, 2.923 g (11.971 mmol) of 4-(chloromethyl)-2-(4-chlorophenyl)-1,3-thiazole and 2.742 g (32.647 mmol) of sodium bicarbonate were added and the mixture was stirred at room temperature overnight. The reaction mixture was added to water, and the precipitated solid was filtered off with suction, washed with water and dried under high vacuum. The contami... Reactants: BrC(C)C1(OCCO1)C1=CC=C(C=C1)CC(C)C (2-(1'-bromoethyl)-2-(4'-isobutylphenyl)-1,3-dioxolane), ClC1=CC=CC=C1 (monochlorobenzene), CO (methanol), [OH-].[Na+] (NaOH). Reported procedure: In a reactor, 32 g (0.10 mol) of 2-(1'-bromoethyl)-2-(4'-isobutylphenyl)-1,3-dioxolane, 0,81 g (0.01 mol) of zinc oxide, and 40 ml of monochlorobenzene were heated at 140° C. for two hours. The resultant reaction mixture was filtered to recover the catalyst (93%) and then distilled to expel the monochlorobenzene. Then, the residue was subjected to hydrolysis by following the procedure of Example 10 (150 ml of methanol and 400 ml of 50% NaOH aqueous solution). Consequently, there was obtained 2-(... The reagents and catalysts are [O-2].[Zn+2] (zinc oxide). The product is C(C(C)C)C1=CC=C(C=C1)C(C(=O)O)C (2-(4'-isobutylphenyl)-propionic acid). Yield: 99.0%. As a reaction SMILES: Br[CH:2]([C:4]1([C:9]2[CH:14]=[CH:13][C:12]([CH2:15][CH:16]([CH3:18])[CH3:17])=[CH:11][CH:10]=2)OCCO1)C.ClC1C=CC=CC=1.[OH-:26].[Na+].[CH3:28][OH:29]>[O-2].[Zn+2]>[CH2:15]([C:12]1[CH:11]=[CH:10][C:9]([CH:4]([CH3:2])[C:28]([OH:29])=[O:26])=[CH:14][CH:13]=1)[CH:16]([CH3:17])[CH3:18] |f:2.3,5.6|. Reactants: Brc1ccccc1, Cl, [NH4+], N#C[S-], NCc1cccs1. Product: NC(=S)NCc1cccs1. Reaction SMILES: [Br:13][c:14]1[cH:15][cH:16][cH:17][cH:18][cH:19]1.[ClH:1].[NH4+:12].[S-:9][C:10]#[N:11].[c:2]1([CH2:7][NH2:8])[cH:3][cH:4][cH:5][s:6]1>>[c:2]1([CH2:7][NH:8][C:10](=[S:9])[NH2:11])[cH:3][cH:4][cH:5][s:6]1. Reactants: C(C)(=O)OCCOC1=NN(C(=C1C1=CC=C(C=C1)C)NS(=O)(=O)C1=NC=CC=C1)C (N-[3-(2-acetoxyethoxy)-1-methyl-4-(4-methylphenyl)-1H-pyrazole-5-yl]-2-pyridine sulfonamide), [OH-].[Na+] (NaOH). Run in O1CCOCC1 (dioxan). Run at temperature 50 celsius, time 1 hour. Product: OCCOC1=NN(C(=C1C1=CC=C(C=C1)C)NS(=O)(=O)C1=NC=CC=C1)C (N-[3-(2-hydroxyethoxy)-1-methyl-4-(4-methylphenyl)-1H-pyrazol-5-yl]-pyridine-2-sulphonamide). Isolated yield 59.1%. Reaction SMILES: C([O:4][CH2:5][CH2:6][O:7][C:8]1[C:12]([C:13]2[CH:18]=[CH:17][C:16]([CH3:19])=[CH:15][CH:14]=2)=[C:11]([NH:20][S:21]([C:24]2[CH:29]=[CH:28][CH:27]=[CH:26][N:25]=2)(=[O:23])=[O:22])[N:10]([CH3:30])[N:9]=1)(=O)C.[OH-].[Na+]>O1CCOCC1>[OH:4][CH2:5][CH2:6][O:7][C:8]1[C:12]([C:13]2[CH:14]=[CH:15][C:16]([CH3:19])=[CH:17][CH:18]=2)=[C:11]([NH:20][S:21]([C:24]2[CH:29]=[CH:28][CH:27]=[CH:26][N:25]=2)(=[O:22])=[O:23])[N:10]([CH3:30])[N:9]=1 |f:1.2|. Procedure details: To N-[3-(2-acetoxyethoxy)-1-methyl-4-(4-methylphenyl)-1H-pyrazole-5-yl]-2-pyridine sulfonamide (Preparation 35) (1.05 g) in dioxan (10 ml) was added 1N NaOH (aq.) (5.34 ml). The mixture was stirred at 50° C. for 1 hour. The reaction was concentrated under reduced pressure to low volume and then partitioned between ethyl acetate (20 ml) and water (15 ml). The aqueous layer was separated and acidified to pH 6 with 2N hydrochloric acid (aq.). the product was extracted with ethyl acetate (2×20 ml), ... The reactants are O=C(Cl)C(=O)Cl, COCCOC, CN(C)C=O, CN1CC(COc2ccc(C(=O)O)c(Cl)c2)Oc2ccccc21, COC(=O)c1ccc(O)cc1Cl. The product is CN1CC(COc2ccc(C(=O)Cl)c(Cl)c2)Oc2ccccc21. RXN SMILES: [C:1]([Cl:2])(=[O:3])[C:5]([Cl:4])=[O:6].[CH3:47][O:48][CH2:49][CH2:50][O:51][CH3:52].[CH3:7][N:8]([CH3:9])[CH:10]=[O:11].[Cl:12][c:13]1[c:14]([C:15](=[O:16])[OH:17])[cH:18][cH:19][c:20]([O:22][CH2:23][CH:24]2[O:25][c:26]3[c:27]([cH:31][cH:32][cH:33][cH:34]3)[N:28]([CH3:30])[CH2:29]2)[cH:21]1.[OH:35][c:36]1[cH:37][cH:38][c:39]([C:40]([O:41][CH3:42])=[O:43])[c:44]([Cl:45])[cH:46]1>>[Cl:4][C:15]([c:14]1[c:13]([Cl:12])[cH:21][c:20]([O:22][CH2:23][CH:24]2[O:25][c:26]3[c:27]([cH:31][cH:32][cH:33][cH:34]3)[N:28]([CH3:30])[CH2:29]2)[cH:19][cH:18]1)=[O:16]. The reactants are NC1=C(C(=O)NCCC=2NC=CN2)C=CC=C1 (2-amino-N-[2-(1H-imidazol-2-yl)-ethyl]benzamide), C(C)(C)(C)C1=CC=C(C(=O)Cl)C=C1 (p-tert-butylbenzoyl chloride). Product: Cl.N1C(=NC=C1)CCNC(C1=C(C=CC=C1)NC(C1=CC=C(C=C1)C(C)(C)C)=O)=O (N-[2-(1H-Imidazol-2-yl)ethyl]-2-[[4-(1,1-dimethylethyl)-benzoyl]amino]benzamide monohydrochloride). Yield: 64.2%. As a reaction SMILES: [NH2:1][C:2]1[CH:17]=[CH:16][CH:15]=[CH:14][C:3]=1[C:4]([NH:6][CH2:7][CH2:8][C:9]1[NH:10][CH:11]=[CH:12][N:13]=1)=[O:5].[C:18]([C:22]1[CH:30]=[CH:29][C:25]([C:26]([Cl:28])=[O:27])=[CH:24][CH:23]=1)([CH3:21])([CH3:20])[CH3:19]>>[ClH:28].[NH:13]1[CH:12]=[CH:11][N:10]=[C:9]1[CH2:8][CH2:7][NH:6][C:4](=[O:5])[C:3]1[CH:14]=[CH:15][CH:16]=[CH:17][C:2]=1[NH:1][C:26](=[O:27])[C:25]1[CH:29]=[CH:30][C:22]([C:18]([CH3:20])([CH3:19])[CH3:21])=[CH:23][CH:24]=1 |f:2.3|. Procedure: The titled compound was prepared substantially in accordance with the method detailed in Example 11 using 18.4 g (0.0799 mol) of 2-amino-N-[2-(1H-imidazol-2-yl)-ethyl]benzamide, prepared as in Example 6A, and 32.07 g (0.1598 mol) of p-tert-butylbenzoyl chloride, with the exception that after removing methanol the resultant oil was crystallized from ethyl acetate to provide an oily solid. This solid was purified by filtration through silica gel using 7% methanol in dichloromethane. The filtrate w...